describe an organic reaction: reactants, conditions, products, and yield From a dataset of the Open Reaction Database (ORD), a public repository of structured organic reaction records. The reactants are CCCN(C)C(=O)c1cc(C(=O)OCC)cc(C(=O)N2CCC(F)(F)C2)c1, C1CCOC1, Cl, [Li+], [OH-], O. Product: CCCN(C)C(=O)c1cc(C(=O)O)cc(C(=O)N2CCC(F)(F)C2)c1. Reaction SMILES: [CH2:1]([CH3:2])[O:3][C:4]([c:5]1[cH:6][c:7]([C:8](=[O:9])[N:10]([CH2:11][CH2:12][CH3:13])[CH3:14])[cH:15][c:16]([C:18](=[O:19])[N:20]2[CH2:21][C:22]([F:25])([F:26])[CH2:23][CH2:24]2)[cH:17]1)=[O:27].[CH2:30]1[O:31][CH2:32][CH2:33][CH2:34]1.[ClH:35].[Li+:28].[OH-:29].[OH2:36]>>[O:3]=[C:4]([c:5]1[cH:6][c:7]([C:8](=[O:9])[N:10]([CH2:11][CH2:12][CH3:13])[CH3:14])[cH:15][c:16]([C:18](=[O:19])[N:20]2[CH2:21][C:22]([F:25])([F:26])[CH2:23][CH2:24]2)[cH:17]1)[OH:27]. The reactants are C(CCCCC)N (hexylamine), C(C)(C)N(C(C)C)CC (N,N-diisopropylethylamine), ClS(=O)(=O)CCCCCCCC(=O)OCC (Ethyl 8-chlorosulfonyl-octanoate), Cl (hydrochloric acid). The solvent is ClCCl (dichloromethane), ClCCl (dichloromethane). Run at time 22 hour. Product: C(CCCCC)NS(=O)(=O)CCCCCCCC(=O)OCC (ethyl 8-hexylsulfamoyl-octanoate). Yield: 95.0%. As a reaction SMILES: Cl[S:2]([CH2:5][CH2:6][CH2:7][CH2:8][CH2:9][CH2:10][CH2:11][C:12]([O:14][CH2:15][CH3:16])=[O:13])(=[O:4])=[O:3].[CH2:17]([NH2:23])[CH2:18][CH2:19][CH2:20][CH2:21][CH3:22].C(N(CC)C(C)C)(C)C.Cl>ClCCl>[CH2:17]([NH:23][S:2]([CH2:5][CH2:6][CH2:7][CH2:8][CH2:9][CH2:10][CH2:11][C:12]([O:14][CH2:15][CH3:16])=[O:13])(=[O:4])=[O:3])[CH2:18][CH2:19][CH2:20][CH2:21][CH3:22]. Procedure: Ethyl 8-chlorosulfonyl-octanoate (No. 6804260; 692.3 mg, 2.56 mmol) was dissolved in dichloromethane (4.0 mL), and a solution of hexylamine (310.5 mg, 3.07 mmol) in dichloromethane (3.0 mL) and N,N-diisopropylethylamine (668 μL, 3.84 mmol) were added in order. The mixture was stirred at room temperature for 22 hours. After completing the reaction, the mixture was neutralized by adding 1 M hydrochloric acid, and extracted with dichloromethane. The organic layer was washed with water and a saturat... The reactants are 2,3-nitrobenzaldehyde, resultant solution, C(CC)(=O)O (propionic acid), N1CCCCC1 (piperidine), C(C)(C)O (isopropanol). The product is C(C)(C)OC(CCC)=O (butanoic acid isopropyl ester). RXN SMILES: [C:1]([OH:5])(=[O:4])[CH2:2][CH3:3].N1CC[CH2:9][CH2:8][CH2:7]1.[CH:12](O)(C)C>>[CH:8]([O:4][C:1](=[O:5])[CH2:2][CH2:3][CH3:12])([CH3:9])[CH3:7]. Procedure details: In Scheme 2,3-nitrobenzaldehyde was added to cooled isopropanol. The mixture was heated to yield a completely dissolved solution, to which, was added isopropyl acetatoacetate, propionic acid and piperidine. The resultant solution was held until completion of reaction to yield crude Intermediate II, 3-oxo-2-)3-nitrophenylmethylene)butanoic acid isopropyl ester. The resultant mixture was then cooled and held for crystal formation. The crude Intermediate II crystals were isolated by centrifugation,... Starting materials: Clc1cc(Br)cc(Cl)c1CBr, CCOCC, [H-], O=C1NCCC1N1CCCCC1, [Na+], CN(C)C=O. Product: O=C1C(N2CCCCC2)CCN1Cc1c(Cl)cc(Br)cc1Cl. RXN SMILES: [Br:15][c:16]1[cH:17][c:18]([Cl:25])[c:19]([CH2:23][Br:24])[c:20]([Cl:22])[cH:21]1.[CH3:31][CH2:32][O:33][CH2:34][CH3:35].[H-:13].[N:1]1([CH:7]2[C:8](=[O:12])[NH:9][CH2:10][CH2:11]2)[CH2:2][CH2:3][CH2:4][CH2:5][CH2:6]1.[Na+:14].[O:26]=[CH:27][N:28]([CH3:29])[CH3:30]>>[N:1]1([CH:7]2[C:8](=[O:12])[N:9]([CH2:23][c:19]3[c:18]([Cl:25])[cH:17][c:16]([Br:15])[cH:21][c:20]3[Cl:22])[CH2:10][CH2:11]2)[CH2:2][CH2:3][CH2:4][CH2:5][CH2:6]1. The reactants are O=C(CCl)N(CCO)Cc1ccccc1, CC(C)(C)[O-], CC(C)(C)O, [K+], O. RXN SMILES: [CH2:1]([c:2]1[cH:3][cH:4][cH:5][cH:6][cH:7]1)[N:8]([C:9]([CH2:10][Cl:11])=[O:12])[CH2:13][CH2:14][OH:15].[CH3:16][C:17]([CH3:18])([O-:19])[CH3:20].[CH3:23][C:24]([OH:25])([CH3:26])[CH3:27].[K+:21].[OH2:22]>>[CH2:1]([c:2]1[cH:3][cH:4][cH:5][cH:6][cH:7]1)[N:8]1[C:9](=[O:12])[CH2:10][O:15][CH2:14][CH2:13]1. Yields the product O=C1COCCN1Cc1ccccc1.